From a dataset of the Open Reaction Database (ORD), a public repository of structured organic reaction records. describe an organic reaction: reactants, conditions, products, and yield Starting materials: ( 23 ), [H-].[H-].[H-].[H-].[Li+].[Al+3] (LiAlH4), C(C)OC(=O)C1=C(N2C(=NC3=C2C=CC=C3)S1)C (3-methylthiazolo[3,2-a]benzoimidazole-2-carboxylic acid ethyl ester), Na2SO4.10H2O. Procedure details: Under ice-cooling, 3-methylthiazolo[3,2-a]benzoimidazole-2-carboxylic acid ethyl ester (Can. J. Chem., 45 (23), 2903-2912 (1967) (10 g) was added to THF (250 ml) suspension of LiAlH4 (1.46 g) and stirred at the same temperature for 1 hour. While cooling, the reaction solution was mixed with Na2SO4.10H2O and stirred, and then the insoluble matter was removed by filtration and the solvent was evaporated under a reduced pressure to obtain the title compound (6.36 g). Run in C1CCOC1 (THF). Run at time 1 hour. The product is OCC1=C(N2C(=NC3=C2C=CC=C3)S1)C (2-Hydroxymethyl-3-methylthiazolo[3,2-a]benzoimidazole). As a reaction SMILES: C([O:3][C:4]([C:6]1[S:17][C:9]2=[N:10][C:11]3[CH:16]=[CH:15][CH:14]=[CH:13][C:12]=3[N:8]2[C:7]=1[CH3:18])=O)C.[H-].[H-].[H-].[H-].[Li+].[Al+3]>C1COCC1>[OH:3][CH2:4][C:6]1[S:17][C:9]2=[N:10][C:11]3[CH:16]=[CH:15][CH:14]=[CH:13][C:12]=3[N:8]2[C:7]=1[CH3:18] |f:1.2.3.4.5.6|. Reaction SMILES: [C-:1]#[N:2].[K+].C(Cl)Cl.[CH2:7]([O:14][C:15]1[CH:24]=[C:23]([O:25][CH2:26][C:27]2[CH:32]=[CH:31][CH:30]=[CH:29][CH:28]=2)[CH:22]=[C:21]2[C:16]=1[CH:17]=[CH:18][N:19]=[CH:20]2)[C:8]1[CH:13]=[CH:12][CH:11]=[CH:10][CH:9]=1.[C:33](Cl)(=[O:40])[C:34]1[CH:39]=[CH:38][CH:37]=[CH:36][CH:35]=1>O.CCOCC>[C:33]([N:19]1[CH:18]=[CH:17][C:16]2[C:21](=[CH:22][C:23]([O:25][CH2:26][C:27]3[CH:32]=[CH:31][CH:30]=[CH:29][CH:28]=3)=[CH:24][C:15]=2[O:14][CH2:7][C:8]2[CH:9]=[CH:10][CH:11]=[CH:12][CH:13]=2)[CH:20]1[C:1]#[N:2])(=[O:40])[C:34]1[CH:39]=[CH:38][CH:37]=[CH:36][CH:35]=1 |f:0.1|. Reported procedure: A solution of 3 g of potassium cyanide in 15 ml of water is added to 25 ml of a methylene chloride solution containing 3.3 g of 5,7-dibenzyloxyisoquinoline. 6.4 g of benzoyl chloride are added to the mixture at 0° C for 2 hours under stirring. After the mixture is allowed to stand at room temperature, the methylene chloride layer is separated therefrom. The methylene chloride solution separated is washed with an aqueous 1% sodium hydroxide solution and water, respectively. The methylene chloride... Product: C(C1=CC=CC=C1)(=O)N1C(C2=CC(=CC(=C2C=C1)OCC1=CC=CC=C1)OCC1=CC=CC=C1)C#N (2-benzoyl-1-cyano-5,7-dibenzyloxy-1,2-dihydroisoquinoline). Solvent: O (water), CCOCC (ether). Reactants: [C-]#N.[K+] (potassium cyanide), C(Cl)Cl (methylene chloride), C(C1=CC=CC=C1)(=O)Cl (benzoyl chloride), C(C1=CC=CC=C1)OC1=C2C=CN=CC2=CC(=C1)OCC1=CC=CC=C1 (5,7-dibenzyloxyisoquinoline). The yield is 87.6%. Reactants: Cc1cc(C(=O)N2Cc3ccc(C(=O)N4CCN(C(=O)O)CC4)n3Cc3ccccc32)ccc1-c1ccccc1C(F)(F)F, CCOC(C)=O, CCOCC, Cl. Yields the product Cc1cc(C(=O)N2Cc3ccc(C(=O)N4CCNCC4)n3Cc3ccccc32)ccc1-c1ccccc1C(F)(F)F, Cl. RXN SMILES: [CH3:1][c:2]1[c:3](-[c:35]2[c:36]([C:41]([F:42])([F:43])[F:44])[cH:37][cH:38][cH:39][cH:40]2)[cH:4][cH:5][c:6]([C:8](=[O:9])[N:10]2[CH2:11][c:12]3[n:13]([c:21]([C:24](=[O:25])[N:26]4[CH2:27][CH2:28][N:29]([C:32]([OH:33])=[O:34])[CH2:30][CH2:31]4)[cH:22][cH:23]3)[CH2:14][c:15]3[c:16]2[cH:17][cH:18][cH:19][cH:20]3)[cH:7]1.[CH3:45][CH2:46][O:47][C:48](=[O:49])[CH3:50].[CH3:52][CH2:53][O:54][CH2:55][CH3:56].[ClH:51]>>[CH3:1][c:2]1[c:3](-[c:35]2[c:36]([C:41]([F:42])([F:43])[F:44])[cH:37][cH:38][cH:39][cH:40]2)[cH:4][cH:5][c:6]([C:8](=[O:9])[N:10]2[CH2:11][c:12]3[n:13]([c:21]([C:24](=[O:25])[N:26]4[CH2:27][CH2:28][NH:29][CH2:30][CH2:31]4)[cH:22][cH:23]3)[CH2:14][c:15]3[c:16]2[cH:17][cH:18][cH:19][cH:20]3)[cH:7]1.[ClH:51]. The reactants are COCCOC, FC(F)(F)c1ccc(CBr)cc1, [H-], [Na+], O, CCOC(=O)CC(=O)c1ccoc1. Product: CCOC(=O)C(Cc1ccc(C(F)(F)F)cc1)C(=O)c1ccoc1. RXN SMILES: [CH3:29][O:30][CH2:31][CH2:32][O:33][CH3:34].[F:16][C:17]([c:18]1[cH:19][cH:20][c:21]([CH2:22][Br:23])[cH:24][cH:25]1)([F:26])[F:27].[H-:14].[Na+:15].[OH2:28].[o:1]1[cH:2][c:3]([C:6]([CH2:7][C:8](=[O:9])[O:10][CH2:11][CH3:12])=[O:13])[cH:4][cH:5]1>>[o:1]1[cH:2][c:3]([C:6]([CH:7]([C:8](=[O:9])[O:10][CH2:11][CH3:12])[CH2:22][c:21]2[cH:20][cH:19][c:18]([C:17]([F:16])([F:26])[F:27])[cH:25][cH:24]2)=[O:13])[cH:4][cH:5]1. Reactants: C(=O)(C(F)(F)F)O (TFA), C(C1=CC=CC=C1)(=O)NC1CCC(CC2N(C1=O)C(CC2)C(=O)O)C (6-benzoylamino-9-methyl-5-oxo-decahydro-pyrrolo[1,2-a]azocine-3-carboxylic acid), C=1C=CC2=C(C1)N=NN2O (HOBt), C(C=C)OC(NC1C(OC(C1)=O)OCC)=O ((2-Ethoxy-5-oxo-tetrahydro-furan-3-yl)-carbamic acid allyl ester), N1C(=O)NC(=O)CC1=O (barbituric acid), tetrakis triphenylphosphine palladium, CCN=C=NCCCN(C)C (EDCI). Run in O (water), O (Water), ClCCl (dichloromethane), ClCCl (dichloromethane). Reaction conditions: time 10 minute. Product: OC1OC(CC1NC(=O)[C@@H]1CC[C@H]2N1C([C@H](CCCC2)NC(C2=CC=CC=C2)=O)=O)=O ((3S,6S,10aS)-6-benzoylamino-5-oxo-decahydro-pyrrolo[1,2-a]azocine-3-carboxylic (2-hydroxy-5-oxo-tetrahydro-furan-3-yl)-amide). Reaction SMILES: C(O[C:5](=[O:16])[NH:6][CH:7]1[CH2:11][C:10](=[O:12])[O:9][CH:8]1[O:13]CC)C=C.N1C(=O)CC(=O)NC1=O.[C:26]([NH:34][CH:35]1[C:42](=[O:43])[N:41]2[CH:44](C(O)=O)[CH2:45][CH2:46][CH:40]2[CH2:39][CH:38](C)[CH2:37][CH2:36]1)(=[O:33])[C:27]1[CH:32]=[CH:31][CH:30]=[CH:29][CH:28]=1.C1C=CC2N(O)N=NC=2C=1.CCN=C=NCCCN(C)C.C(O)(C(F)(F)F)=O>ClCCl.O>[OH:13][CH:8]1[CH:7]([NH:6][C:5]([C@H:44]2[N:41]3[C:42](=[O:43])[C@@H:35]([NH:34][C:26](=[O:33])[C:27]4[CH:28]=[CH:29][CH:30]=[CH:31][CH:32]=4)[CH2:36][CH2:37][CH2:38][CH2:39][C@H:40]3[CH2:46][CH2:45]2)=[O:16])[CH2:11][C:10](=[O:12])[O:9]1. Procedure details: To a solution of (2-Ethoxy-5-oxo-tetrahydro-furan-3-yl)-carbamic acid allyl ester (183 mg, 0.8 mmol) in dichloromethane (6 mL) is added barbituric acid (300 mg, 1.9 mmol) and tetrakis triphenylphosphine palladium (92 mg, 0.08 mmol). The solution is stirred for 10 minutes and 6-benzoylamino-9-methyl-5-oxo-decahydro-pyrrolo[1,2-a]azocine-3-carboxylic acid, 20, (105 mg, 0.32 mmol) is added followed by HOBt (99 mg, 0.74 mmol) and EDCI (141 mg, 0.74 mmol). The solution is stirred for 6 hours. Water i... Starting materials: C[Si](C)(C)C#CCCCCOC1CCCCO1, CO, Cc1ccc(S(=O)(=O)[O-])cc1, c1cc[nH+]cc1. Product: C[Si](C)(C)C#CCCCCO. Reaction SMILES: [CH3:1][Si:2]([C:3]#[C:4][CH2:5][CH2:6][CH2:7][CH2:8][O:9][CH:10]1[CH2:11][CH2:12][CH2:13][CH2:14][O:15]1)([CH3:16])[CH3:17].[CH3:35][OH:36].[c:18]1([CH3:19])[cH:20][cH:21][c:22]([S:23]([O-:24])(=[O:25])=[O:26])[cH:27][cH:28]1.[nH+:29]1[cH:30][cH:31][cH:32][cH:33][cH:34]1>>[CH3:1][Si:2]([C:3]#[C:4][CH2:5][CH2:6][CH2:7][CH2:8][OH:9])([CH3:16])[CH3:17]. Reactants: C=1(C(O)=CC=CC1)OC (guaiacol), C(C)(C)N(CC)C(C)C (diisopropylethylamine), CN(S(=O)(=O)Cl)C (dimethylsulfamoyl chloride). Run in C1(=CC=CC=C1)C (toluene), C1(=CC=CC=C1)C (toluene). Product: COC1=C(C=CC=C1)OS(N(C)C)(=O)=O (Dimethylsulfamic acid 2-methoxyphenyl ester). Yield: 5.4%. RXN SMILES: [C:1]1([O:8][CH3:9])[C:2](=[CH:4][CH:5]=[CH:6][CH:7]=1)[OH:3].C(N(C(C)C)CC)(C)C.[CH3:19][N:20]([CH3:25])[S:21](Cl)(=[O:23])=[O:22]>C1(C)C=CC=CC=1>[CH3:9][O:8][C:1]1[CH:7]=[CH:6][CH:5]=[CH:4][C:2]=1[O:3][S:21](=[O:23])(=[O:22])[N:20]([CH3:25])[CH3:19]. Reported procedure: A solution of 24.8 g (0.2 mole) of guaiacol (Aldrich) and 34.9 g (0.27 mole) of diisopropylethylamine (Hunig's base, Aldrich) in 200 ml of toluene was added to a solution of 29 ml (0.27 mole) of dimethylsulfamoyl chloride (Aldrich) in 75 ml of toluene and the stirred reaction mixture was heated at reflux for 12 hr. The reaction mixture was successively washed with four 300 ml portions of 6N hydrochloric acid solution, 400 ml of water, three 200 ml portions of 20% sodium hydroxide solution, 400 m... Starting materials: BrB(Br)Br, COC(=O)c1ccc2cc(-c3ccc(OC)cc3)sc2c1, ClCCl. The product is COC(=O)c1ccc2cc(-c3ccc(O)cc3)sc2c1. RXN SMILES: [B:22]([Br:23])([Br:24])[Br:25].[CH3:1][O:2][C:3](=[O:4])[c:5]1[cH:6][cH:7][c:8]2[c:9]([s:10][c:11](-[c:13]3[cH:14][cH:15][c:16]([O:19][CH3:20])[cH:17][cH:18]3)[cH:12]2)[cH:21]1.[Cl:26][CH2:27][Cl:28]>>[CH3:1][O:2][C:3](=[O:4])[c:5]1[cH:6][cH:7][c:8]2[c:9]([s:10][c:11](-[c:13]3[cH:14][cH:15][c:16]([OH:19])[cH:17][cH:18]3)[cH:12]2)[cH:21]1. Starting materials: [Cl-].OC1=CC=C2C=CN=CC2=C1[N+]#N (7-Hydroxy-8-isoquinolinediazonium chloride), C([O-])(O)=O.[Na+] (sodium bicarbonate), CO (methanol). Yields the product C=1NC=CC2=CC=C(C12)C(=O)OC (2-pyrindine-7-carboxylic acid, methyl ester). Isolated yield 50.0%. Reaction SMILES: [Cl-].O[C:3]1[C:12]([N+]#N)=[C:11]2[C:6]([CH:7]=[CH:8][N:9]=[CH:10]2)=[CH:5]C=1.[C:15](=[O:18])(O)[O-:16].[Na+].[CH3:20]O>>[CH:10]1[NH:9][CH:8]=[CH:7][C:6]2[C:11]=1[C:12]([C:15]([O:16][CH3:20])=[O:18])=[CH:3][CH:5]=2 |f:0.1,2.3|. Procedure details: 7-Hydroxy-8-isoquinolinediazonium chloride (0.50 g, 2.4 mmol) and sodium bicarbonate (302 mg, 3.6 mmol) in anhydrous methanol (650 ml) is irradiated with a 275 watt sunlamp at 0° C. for 3 hours. The reaction mixture is evaporated to dryness under vacuum. The crude residue is dissolved in water and the product is extracted in methylene chloride. The combined organic extracts are dried over magnesium sulfate, filtered and concentrated under reduced pressure to provide the product as an orange soli... The reactants are FC=1C(=NC(=C(C#N)C1)N[C@@H](C)C1=CC=C(C=C1)F)NC1=NNC(=C1)OC(C)C ((S)-5-Fluoro-2-(1-(4-fluorophenyl)ethylamino)-6-(5-isopropoxy-1H-pyrazol-3-ylamino)nicotinonitrile), OO (H2O2), aqueous solution, [OH-].[K+] (KOH). The solvent is CO (MeOH). Run at temperature 65 celsius. The product is FC=1C(=NC(=C(C(=O)N)C1)N[C@@H](C)C1=CC=C(C=C1)F)NC1=NNC(=C1)OC(C)C ((S)-5-Fluoro-2-(1-(4-fluorophenyl)ethylamino)-6-(5-isopropoxy-1H-pyrazol-3-ylamino)nicotinamide). Yield: 27.8%. RXN SMILES: [F:1][C:2]1[C:3]([NH:20][C:21]2[CH:25]=[C:24]([O:26][CH:27]([CH3:29])[CH3:28])[NH:23][N:22]=2)=[N:4][C:5]([NH:10][C@H:11]([C:13]2[CH:18]=[CH:17][C:16]([F:19])=[CH:15][CH:14]=2)[CH3:12])=[C:6]([CH:9]=1)[C:7]#[N:8].[OH-:30].[K+].OO>CO>[F:1][C:2]1[C:3]([NH:20][C:21]2[CH:25]=[C:24]([O:26][CH:27]([CH3:29])[CH3:28])[NH:23][N:22]=2)=[N:4][C:5]([NH:10][C@H:11]([C:13]2[CH:18]=[CH:17][C:16]([F:19])=[CH:15][CH:14]=2)[CH3:12])=[C:6]([CH:9]=1)[C:7]([NH2:8])=[O:30] |f:1.2|. Reported procedure: (S)-5-Fluoro-2-(1-(4-fluorophenyl)ethylamino)-6-(5-isopropoxy-1H-pyrazol-3-ylamino)nicotinonitrile (Example 16; 0.15 g, 0.38 mmol), was placed in MeOH (7 ml) at 25° C. A 25% aqueous solution (0.4 ml) of KOH (0.11 g, 1.9 mmol) was then added, followed by the addition of 0.1 ml of 30% H2O2. The resulting dark red solution was heated to 65° C. for 1 h, cooled to 25° C., and concentrated. The resulting residue was dissolved in EtOAc (50 ml), washed with water (30 ml), dried, filtered, and concentrat...